Dataset: the Open Reaction Database (ORD), a public repository of structured organic reaction records. Task: describe an organic reaction: reactants, conditions, products, and yield Starting materials: ClC=1N=CC(=NC1)C(=O)N[C@H](C(F)(F)F)C (5-chloro-N-[(1S)-2,2,2-trifluoro-1-methylethyl]pyrazine-2-carboxamide), Cl.CC1(OB(OC1(C)C)C=1C=NN(C1)C1(CNC1)CC#N)C ({3-[4-(4,4,5,5-tetramethyl-1,3,2-dioxaborolan-2-yl)-1H-pyrazol-1-yl]azetidin-3-yl}acetonitrile HCl salt), C(C)(C)N(C(C)C)CC (N,N-diisopropylethylamine). The solvent is O1CCOCC1 (1,4-dioxane). Conditions: temperature 100 celsius. Yields the product C(#N)CC1(CN(C1)C=1N=CC(=NC1)C(=O)N[C@H](C(F)(F)F)C)N1N=CC(=C1)B1OC(C(O1)(C)C)(C)C (5-{3-(Cyanomethyl)-3-[4-(4,4,5,5-tetramethyl-1,3,2-dioxaborolan-2-yl)-1H-pyrazol-1-yl]azetidin-1-yl}-N-[(1S)-2,2,2-trifluoro-1-methylethyl]pyrazine-2-carboxamide). Isolated yield 97.0%. Reaction SMILES: Cl[C:2]1[N:3]=[CH:4][C:5]([C:8]([NH:10][C@@H:11]([CH3:16])[C:12]([F:15])([F:14])[F:13])=[O:9])=[N:6][CH:7]=1.Cl.[CH3:18][C:19]1([CH3:38])[C:23]([CH3:25])([CH3:24])[O:22][B:21]([C:26]2[CH:27]=[N:28][N:29]([C:31]3([CH2:35][C:36]#[N:37])[CH2:34][NH:33][CH2:32]3)[CH:30]=2)[O:20]1.C(N(CC)C(C)C)(C)C>O1CCOCC1>[C:36]([CH2:35][C:31]1([N:29]2[CH:30]=[C:26]([B:21]3[O:22][C:23]([CH3:25])([CH3:24])[C:19]([CH3:38])([CH3:18])[O:20]3)[CH:27]=[N:28]2)[CH2:34][N:33]([C:2]2[N:3]=[CH:4][C:5]([C:8]([NH:10][C@@H:11]([CH3:16])[C:12]([F:15])([F:14])[F:13])=[O:9])=[N:6][CH:7]=2)[CH2:32]1)#[N:37] |f:1.2|. Procedure details: A mixture of 5-chloro-N-[(1S)-2,2,2-trifluoro-1-methylethyl]pyrazine-2-carboxamide (254 mg, 1.00 mmol), {3-[4-(4,4,5,5-tetramethyl-1,3,2-dioxaborolan-2-yl)-1H-pyrazol-1-yl]azetidin-3-yl}acetonitrile HCl salt (325 mg, 1.00 mmol) and N,N-diisopropylethylamine (401 μL, 2.30 mmol) in 1,4-dioxane (5.0 mL) was heated at 100° C. for 2 h. After cooling, the mixture was concentrated under reduced pressure. The residue was purified by flash chromatography on a silica gel column eluting with ethyl acetate ... Reactants: N#Cc1ccccc1Br, CC(C)(C)OC(=O)N1CC2CNCC2C1, CC(C)(C)[O-], [Na+], C1COCCO1, O=C(C=Cc1ccccc1)C=Cc1ccccc1, O=C(C=Cc1ccccc1)C=Cc1ccccc1, O=C(C=Cc1ccccc1)C=Cc1ccccc1, [Pd], [Pd]. The product is CC(C)(C)OC(=O)N1CC2CN(c3ccccc3C#N)CC2C1. Reaction SMILES: [Br:16][c:17]1[c:18]([C:19]#[N:20])[cH:21][cH:22][cH:23][cH:24]1.[C:1]([CH3:2])([CH3:3])([CH3:4])[O:5][C:6](=[O:7])[N:8]1[CH2:9][CH:10]2[CH2:11][NH:12][CH2:13][CH:14]2[CH2:15]1.[CH3:25][C:26]([CH3:27])([O-:28])[CH3:29].[Na+:30].[O:31]1[CH2:32][CH2:33][O:34][CH2:35][CH2:36]1.[O:39]=[C:40]([CH:41]=[CH:42][c:43]1[cH:44][cH:45][cH:46][cH:47][cH:48]1)[CH:49]=[CH:50][c:51]1[cH:52][cH:53][cH:54][cH:55][cH:56]1.[O:57]=[C:58]([CH:59]=[CH:60][c:61]1[cH:62][cH:63][cH:64][cH:65][cH:66]1)[CH:67]=[CH:68][c:69]1[cH:70][cH:71][cH:72][cH:73][cH:74]1.[O:75]=[C:76]([CH:77]=[CH:78][c:79]1[cH:80][cH:81][cH:82][cH:83][cH:84]1)[CH:85]=[CH:86][c:87]1[cH:88][cH:89][cH:90][cH:91][cH:92]1.[Pd:37].[Pd:38]>>[C:1]([CH3:2])([CH3:3])([CH3:4])[O:5][C:6](=[O:7])[N:8]1[CH2:9][CH:10]2[CH2:11][N:12]([c:17]3[c:18]([C:19]#[N:20])[cH:21][cH:22][cH:23][cH:24]3)[CH2:13][CH:14]2[CH2:15]1.